Dataset: the Open Reaction Database (ORD), a public repository of structured organic reaction records. Task: describe an organic reaction: reactants, conditions, products, and yield Reactants: mixture, C[SiH](N(CC=C)CC=C)C (N-dimethylsilyldiallylamine). Reagents/catalysts: [H+].[H+].Cl[Pt-2](Cl)(Cl)(Cl)(Cl)Cl (chloroplatinic acid). Solvent: C1=CC=CC=C1 (benzene). Reaction conditions: temperature 80 celsius. The product is C(C=C)N1[Si](C(C1)C)(C)C (1-Allyl-2,2,3-trimethyl-1-aza-2-silacyclobutane), C(C=C)N1[Si](CCC1)(C)C (1-allyl-2,2-dimethyl-1-aza -2-silacyclopentane). RXN SMILES: [CH3:1][SiH:2]([CH3:10])[N:3]([CH2:7][CH:8]=[CH2:9])[CH2:4][CH:5]=[CH2:6]>[H+].[H+].Cl[Pt-2](Cl)(Cl)(Cl)(Cl)Cl.C1C=CC=CC=1>[CH2:4]([N:3]1[CH2:7][CH:8]([CH3:9])[Si:2]1([CH3:10])[CH3:1])[CH:5]=[CH2:6].[CH2:4]([N:3]1[CH2:7][CH2:8][CH2:9][Si:2]1([CH3:10])[CH3:1])[CH:5]=[CH2:6] |f:1.2.3|. Reported procedure: Comparison Example 2. Into a glass tube with an outside diameter of 10 mm and a length of 10 cm were introduced 0.002 mL of a 20 weight % isopropanolic chloroplatinic acid solution and 2 mL of a mixture of 1 part N-dimethylsilyldiallylamine and 3 parts benzene, and the tube was sealed. The tube was heated for 17 hours at 80° C. The conversion of starting material was 100 weight %. 1-Allyl-2,2,3-trimethyl-1-aza-2-silacyclobutane and 1-allyl-2,2-dimethyl-1-aza -2-silacyclopentane were produced in ... As a reaction SMILES: [NH2:1][CH2:2][C:3]1[C:12](=[O:13])[C:11]2[C:6](=[CH:7][C:8]([Cl:14])=[CH:9][CH:10]=2)[N:5]([C:15]2[CH:20]=[CH:19][CH:18]=[CH:17][CH:16]=2)[CH:4]=1.[C:21]([O:25][C:26]([N:28]1[CH2:32][CH2:31][CH:30]([C:33](O)=[O:34])[CH2:29]1)=[O:27])([CH3:24])([CH3:23])[CH3:22]>>[C:21]([O:25][C:26]([N:28]1[CH2:32][CH2:31][CH:30]([C:33](=[O:34])[NH:1][CH2:2][C:3]2[C:12](=[O:13])[C:11]3[C:6](=[CH:7][C:8]([Cl:14])=[CH:9][CH:10]=3)[N:5]([C:15]3[CH:16]=[CH:17][CH:18]=[CH:19][CH:20]=3)[CH:4]=2)[CH2:29]1)=[O:27])([CH3:24])([CH3:23])[CH3:22]. Reported procedure: 3-[(7-Chloro-4-oxo-1-phenyl-1,4-dihydro-quinolin-3-ylmethyl)-carbamoyl]-pyrrolidine-1-carboxylic acid tert-butyl ester was prepared starting from intermediate D and 1-(tert-butoxycarbonyl)-pyrrolidine-3-carboxylic acid. MS calcd. for C26H29ClN3O4 [(M+H)+] 481.3, obsd. 482.0. Starting materials: NCC1=CN(C2=CC(=CC=C2C1=O)Cl)C1=CC=CC=C1 (3-(aminomethyl)-7-chloro-1-phenylquinolin-4(1H)-one), C(C)(C)(C)OC(=O)N1CC(CC1)C(=O)O (1-(tert-butoxycarbonyl)-pyrrolidine-3-carboxylic acid). Product: C(C)(C)(C)OC(=O)N1CC(CC1)C(NCC1=CN(C2=CC(=CC=C2C1=O)Cl)C1=CC=CC=C1)=O (3-[(7-Chloro-4-oxo-1-phenyl-1,4-dihydro-quinolin-3-ylmethyl)-carbamoyl]-pyrrolidine-1-carboxylic acid tert-butyl ester).